This data is from the Open Reaction Database (ORD), a public repository of structured organic reaction records. The task is: describe an organic reaction: reactants, conditions, products, and yield Starting materials: CC1=C2C=C(NC2=C(C=C1)C)C(=O)OC (methyl 4,7-dimethylindole-2-carboxylate), S(=O)(=O)(Cl)Cl (sulfuryl chloride), CSSC (dimethyl disulfide). Solvent: CN(C)C=O (DMF), ClCCCl (1,2-dichloroethane), C(C)(=O)OCC (ethyl acetate). Conditions: time 20 minute. Yields the product CC1=C2C(=C(NC2=C(C=C1)C)C(=O)OC)SC (methyl 4,7-dimethyl-3-methylsulfenylindole-2-carboxylate). Isolated yield 105.1%. As a reaction SMILES: CS[S:3][CH3:4].S(Cl)(Cl)(=O)=O.[CH3:10][C:11]1[CH:19]=[CH:18][C:17]([CH3:20])=[C:16]2[C:12]=1[CH:13]=[C:14]([C:21]([O:23][CH3:24])=[O:22])[NH:15]2>ClCCCl.CN(C=O)C.C(OCC)(=O)C>[CH3:10][C:11]1[CH:19]=[CH:18][C:17]([CH3:20])=[C:16]2[C:12]=1[C:13]([S:3][CH3:4])=[C:14]([C:21]([O:23][CH3:24])=[O:22])[NH:15]2. Reported procedure: Under ice-cooling, 0.89 ml (7.4 mmol) of dimethyl disulfide was dissolved in 20 ml of 1,2-dichloroethane, and 0.53 ml (6.5 mmol) of sulfuryl chloride was added. The reaction mixture was stirred for 20 minutes and a solution of 2.00 g (9.8 imnol) of methyl 4,7-dimethylindole-2-carboxylate in 10 ml of anhydrous DMF was added. The reaction mixture was stirred for 2 hours, then dissolved in ethyl acetate and washed with water. The ethyl acetate layer was dried over anhydrous magnesium sulfate and co... The solvent is COCCOC.O.CCO (DME H2O EtOH), C(=O)([O-])[O-].[Na+].[Na+] (Na2CO3). Reagents/catalysts: Cl[Pd]([P](C1=CC=CC=C1)(C2=CC=CC=C2)C3=CC=CC=C3)([P](C4=CC=CC=C4)(C5=CC=CC=C5)C6=CC=CC=C6)Cl (PdCl2(PPh3)2). Reported procedure: 1-(5-tert-Butyl-2-methoxy-phenyl)-3-[4-(2-chloro-pyrimidin-4-yloxy)-naphthalen-1-yl]-urea (50 mg, 0.1 mmol) was dissolved in 0.4 mL of DMF. To this was added PdCl2(PPh3)2 (10 mol %), o-methoxyboronic acid (32 mg, 0.2 mmol) in 2 mL of DME/H2O/EtOH (7:3:2) and 0.53 mL of Na2CO3 (2M). The reaction was heated in a Smith synthesizer microwave for 3 min at 160° C. The product was concentrated on silica and purified (15-30% EtOAc-hexanes) to provide 13 mg (23%) of the title compound as an off-white foa... As a reaction SMILES: [C:1]([C:5]1[CH:6]=[CH:7][C:8]([O:33][CH3:34])=[C:9]([NH:11][C:12]([NH:14][C:15]2[C:24]3[C:19](=[CH:20][CH:21]=[CH:22][CH:23]=3)[C:18]([O:25][C:26]3[CH:31]=[CH:30][N:29]=[C:28](Cl)[N:27]=3)=[CH:17][CH:16]=2)=[O:13])[CH:10]=1)([CH3:4])([CH3:3])[CH3:2].[CH3:35]N(C=O)C>COCCOC.O.CCO.C([O-])([O-])=O.[Na+].[Na+].Cl[Pd](Cl)([P](C1C=CC=CC=1)(C1C=CC=CC=1)C1C=CC=CC=1)[P](C1C=CC=CC=1)(C1C=CC=CC=1)C1C=CC=CC=1>[C:1]([C:5]1[CH:6]=[CH:7][C:8]([O:33][CH3:34])=[C:9]([NH:11][C:12]([NH:14][C:15]2[C:24]3[C:19](=[CH:20][CH:21]=[CH:22][CH:23]=3)[C:18]([O:25][C:26]3[CH:31]=[CH:30][N:29]=[C:28]([CH3:35])[N:27]=3)=[CH:17][CH:16]=2)=[O:13])[CH:10]=1)([CH3:4])([CH3:3])[CH3:2] |f:2.3.4,5.6.7,^1:58,77|. The yield is 23.0%. Yields the product C(C)(C)(C)C=1C=CC(=C(C1)NC(=O)NC1=CC=C(C2=CC=CC=C12)OC1=NC(=NC=C1)C)OC (1-(5-tert-butyl-2-methoxy-phenyl)-3-[4-(2-methyl-pyrimidin-4-yloxy)-naphthalen-1-yl]-urea). Run at temperature 160 celsius. Reactants: C(C)(C)(C)C=1C=CC(=C(C1)NC(=O)NC1=CC=C(C2=CC=CC=C12)OC1=NC(=NC=C1)Cl)OC (1-(5-tert-Butyl-2-methoxy-phenyl)-3-[4-(2-chloro-pyrimidin-4-yloxy)-naphthalen-1-yl]-urea), CN(C)C=O (DMF), o-methoxyboronic acid. Product: OC=1C=C2C(=NC=NC2=CC1)NC=1SC2=NC=CC=C2N1 ((6-Hydroxy-quinazolin-4-yl)-thiazolo[5,4-b]pyridin-2-yl-amine). The reactants are compound, N1=C(SC2=NC=CC=C21)N (thiazolo[5,4-b]pyridin-2-yl-amine), C(C)(=O)OC=1C=C2C(=NC=NC2=CC1)Cl (6-acetoxy-4-chloro-quinazoline), N1=C(SC2=NC=CC=C21)N (thiazolo[5,4-b]pyridin-2-yl-amine). Reported procedure: The compound of Example 38 was manufactured using 6-acetoxy-4-chloro-quinazoline and thiazolo[5,4-b]pyridin-2-yl-amine by the same method as in Example 1 for the manufacture of 6-iodoquinazolin-4-yl)-thiazolo[5,4-b]pyridin-2-yl-amine, by a similar method thereto or by a combination of such a method with a conventional method. As a reaction SMILES: C([O:4][C:5]1[CH:6]=[C:7]2[C:12](=[CH:13][CH:14]=1)[N:11]=[CH:10][N:9]=[C:8]2Cl)(=O)C.[N:16]1[C:24]2[C:19](=[N:20][CH:21]=[CH:22][CH:23]=2)[S:18][C:17]=1[NH2:25]>>[OH:4][C:5]1[CH:6]=[C:7]2[C:12](=[CH:13][CH:14]=1)[N:11]=[CH:10][N:9]=[C:8]2[NH:25][C:17]1[S:18][C:19]2[C:24]([N:16]=1)=[CH:23][CH:22]=[CH:21][N:20]=2. Reactants: CCOC(C)=O, CCO, O=[Pt], O=C(C=CC1CCN(Cc2ccccc2)CC1)c1nc2ccccc2s1. Product: O=C(CCC1CCN(Cc2ccccc2)CC1)c1nc2ccccc2s1. As a reaction SMILES: [C:30]([O:31][CH2:32][CH3:33])(=[O:34])[CH3:35].[CH2:27]([OH:28])[CH3:29].[Pt:36]=[O:37].[c:1]1([CH2:7][N:8]2[CH2:9][CH2:10][CH:11]([CH:14]=[CH:15][C:16](=[O:17])[c:18]3[s:19][c:20]4[c:21]([n:22]3)[cH:23][cH:24][cH:25][cH:26]4)[CH2:12][CH2:13]2)[cH:2][cH:3][cH:4][cH:5][cH:6]1>>[c:1]1([CH2:7][N:8]2[CH2:9][CH2:10][CH:11]([CH2:14][CH2:15][C:16](=[O:17])[c:18]3[s:19][c:20]4[c:21]([n:22]3)[cH:23][cH:24][cH:25][cH:26]4)[CH2:12][CH2:13]2)[cH:2][cH:3][cH:4][cH:5][cH:6]1. Starting materials: CCOC(=O)C(Cc1ccc(OCCCOc2ccc(-c3ccc(C#N)cc3)cc2)cc1)OC, [Na+], [OH-]. The product is COC(Cc1ccc(OCCCOc2ccc(-c3ccc(C#N)cc3)cc2)cc1)C(=O)O. As a reaction SMILES: [CH2:1]([CH3:2])[O:3][C:4]([CH:5]([CH2:6][c:7]1[cH:8][cH:9][c:10]([O:13][CH2:14][CH2:15][CH2:16][O:17][c:18]2[cH:19][cH:20][c:21](-[c:24]3[cH:25][cH:26][c:27]([C:30]#[N:31])[cH:28][cH:29]3)[cH:22][cH:23]2)[cH:11][cH:12]1)[O:32][CH3:33])=[O:34].[Na+:36].[OH-:35]>>[O:3]=[C:4]([CH:5]([CH2:6][c:7]1[cH:8][cH:9][c:10]([O:13][CH2:14][CH2:15][CH2:16][O:17][c:18]2[cH:19][cH:20][c:21](-[c:24]3[cH:25][cH:26][c:27]([C:30]#[N:31])[cH:28][cH:29]3)[cH:22][cH:23]2)[cH:11][cH:12]1)[O:32][CH3:33])[OH:34].